From a dataset of the Open Reaction Database (ORD), a public repository of structured organic reaction records. describe an organic reaction: reactants, conditions, products, and yield Reactants: C1CCOC1, CCCC1CCC(C2=Cc3c(ccc(F)c3F)CC2)CC1. Yields the product CCCC1CCC(C2CCc3ccc(F)c(F)c3C2)CC1. RXN SMILES: [CH2:22]1[O:23][CH2:24][CH2:25][CH2:26]1.[F:1][c:2]1[c:3]2[c:8]([cH:9][cH:10][c:11]1[F:12])[CH2:7][CH2:6][C:5]([CH:13]1[CH2:14][CH2:15][CH:16]([CH2:19][CH2:20][CH3:21])[CH2:17][CH2:18]1)=[CH:4]2>>[F:1][c:2]1[c:3]2[c:8]([cH:9][cH:10][c:11]1[F:12])[CH2:7][CH2:6][CH:5]([CH:13]1[CH2:14][CH2:15][CH:16]([CH2:19][CH2:20][CH3:21])[CH2:17][CH2:18]1)[CH2:4]2. Reactants: C(C(=O)Cl)(=O)Cl (oxalyl chloride), C12(CC3CC(CC(C1)C3)C2)CN (1-adamantanemethylamine), C(C)(C)N(C(C)C)CC (N,N-diisopropylethylamine), BrC1=CC(=C(C(=O)O)C=C1)Cl (4-bromo-2-chlorobenzoic acid). Reagents/catalysts: CN(C=O)C (dimethylformamide). Run in ClCCl (dichloromethane), ClCCl (dichloromethane), ClCCl (dichloromethane), ClCCl (dichloromethane). Run at time 1 hour. Product: BrC1=CC(=C(C(=O)NCC23CC4CC(CC(C2)C4)C3)C=C1)Cl (4-Bromo-2-chloro-N-(tricyclo[3.3.1.13,7]dec-1-ylmethyl)-benzamide). Isolated yield 55.0%. As a reaction SMILES: [Br:1][C:2]1[CH:10]=[CH:9][C:5]([C:6]([OH:8])=O)=[C:4]([Cl:11])[CH:3]=1.C(Cl)(=O)C(Cl)=O.[C:18]12([CH2:28][NH2:29])[CH2:27][CH:22]3[CH2:23][CH:24]([CH2:26][CH:20]([CH2:21]3)[CH2:19]1)[CH2:25]2.C(N(CC)C(C)C)(C)C>ClCCl.CN(C)C=O>[Br:1][C:2]1[CH:10]=[CH:9][C:5]([C:6]([NH:29][CH2:28][C:18]23[CH2:27][CH:22]4[CH2:21][CH:20]([CH2:26][CH:24]([CH2:23]4)[CH2:25]2)[CH2:19]3)=[O:8])=[C:4]([Cl:11])[CH:3]=1. Procedure: To a suspension of 4-bromo-2-chlorobenzoic acid (5.00 g) in dichloromethane (25 ml) at 0° C. was added oxalyl chloride (3.7 ml) and dimethylformamide (5 drops). The resulting mixture was stirred at room temperature under a nitrogen atmosphere for 1 hour, then concentrated under reduced pressure to yield a solid. The solid was dissolved in dichloromethane (20 ml) and added dropwise to a solution of 1-adamantanemethylamine (3.36 g) and N,N-diisopropylethylamine (5.55 ml) in dichloromethane (20 ml)... The reactants are CC(C)([O-])C.[K+] (potassium tert-butoxide), ClC1=CC=C(C=C1)C1=CC(=C(C=C1)C)CC(=O)NC1(CCC(CC1)(F)F)C(=O)OC (Methyl 1-{[(4′-chloro-4-methylbiphenyl-3-yl)acetyl]amino}-4,4-difluorocyclohexanecarboxylate), ice water, Cl (hydrogen chloride). Solvent: CN(C(C)=O)C (N,N-dimethylacetamide), CN(C(C)=O)C (N,N-dimethylacetamide). Conditions: temperature 30 celsius, time 3 hour. Product: ClC1=CC=C(C=C1)C1=CC(=C(C=C1)C)C=1C(NC2(C1O)CCC(CC2)(F)F)=O (3-(4′-Chloro-4-methylbiphenyl-3-yl)-8,8-difluoro-4-hydroxy-1-azaspiro[4.5]dec-3-en-2-one). RXN SMILES: CC(C)([O-])C.[K+].[Cl:7][C:8]1[CH:13]=[CH:12][C:11]([C:14]2[CH:19]=[CH:18][C:17]([CH3:20])=[C:16]([CH2:21][C:22]([NH:24][C:25]3([C:33]([O:35]C)=O)[CH2:30][CH2:29][C:28]([F:32])([F:31])[CH2:27][CH2:26]3)=[O:23])[CH:15]=2)=[CH:10][CH:9]=1.Cl>CN(C)C(=O)C>[Cl:7][C:8]1[CH:13]=[CH:12][C:11]([C:14]2[CH:19]=[CH:18][C:17]([CH3:20])=[C:16]([C:21]3[C:22](=[O:23])[NH:24][C:25]4([CH2:30][CH2:29][C:28]([F:31])([F:32])[CH2:27][CH2:26]4)[C:33]=3[OH:35])[CH:15]=2)=[CH:10][CH:9]=1 |f:0.1|. Procedure details: Under argon and at 20 to 30° C., 3.31 g (28.0 mmol) of potassium tert-butoxide in 10 ml of N,N-dimethylacetamide were added to 11.1 g (25.5 mmol) of the compound from Example 6A in 22 ml of N,N-dimethylacetamide. The reaction mixture was stirred at 30° C. for 3 h. The reaction mixture was then added to 250 ml of ice-water, 1N aqueous hydrogen chloride solution was added dropwise until a pH of 2 had been reached and the precipitate was filtered off with suction and washed with water. For further ... Reactants: CO, Cl, [Li+], CCOC(=O)Cn1c(=O)c(C2=NS(=O)(=O)c3ccccc3N2)c(O)c2cccnc21, [OH-]. Yields the product O=C(O)Cn1c(=O)c(C2=NS(=O)(=O)c3ccccc3N2)c(O)c2cccnc21. RXN SMILES: [CH3:34][OH:35].[ClH:33].[Li+:31].[O:1]=[S:2]1(=[O:30])[N:3]=[C:4]([c:12]2[c:13](=[O:29])[n:14]([CH2:23][C:24](=[O:25])[O:26][CH2:27][CH3:28])[c:15]3[n:16][cH:17][cH:18][cH:19][c:20]3[c:21]2[OH:22])[NH:5][c:6]2[c:7]1[cH:8][cH:9][cH:10][cH:11]2.[OH-:32]>>[O:1]=[S:2]1(=[O:30])[N:3]=[C:4]([c:12]2[c:13](=[O:29])[n:14]([CH2:23][C:24](=[O:25])[OH:26])[c:15]3[n:16][cH:17][cH:18][cH:19][c:20]3[c:21]2[OH:22])[NH:5][c:6]2[c:7]1[cH:8][cH:9][cH:10][cH:11]2. Reactants: [Br-], [Li]CCCC, O=C1CCC2(CC1)OCCO2, Clc1ccccc1C[P+](c1ccccc1)(c1ccccc1)c1ccccc1, C1CCOC1. Yields the product Clc1ccccc1C=C1CCC2(CC1)OCCO2. RXN SMILES: [Br-:1].[CH2:29]([Li:30])[CH2:31][CH2:32][CH3:33].[CH2:34]1[CH2:35][O:36][C:37]2([CH2:38][CH2:39][C:40](=[O:43])[CH2:41][CH2:42]2)[O:44]1.[Cl:2][c:3]1[c:4]([CH2:9][P+:10]([c:11]2[cH:12][cH:13][cH:14][cH:15][cH:16]2)([c:17]2[cH:18][cH:19][cH:20][cH:21][cH:22]2)[c:23]2[cH:24][cH:25][cH:26][cH:27][cH:28]2)[cH:5][cH:6][cH:7][cH:8]1.[O:45]1[CH2:46][CH2:47][CH2:48][CH2:49]1>>[Cl:2][c:3]1[c:4]([CH:9]=[C:40]2[CH2:39][CH2:38][C:37]3([O:36][CH2:35][CH2:34][O:44]3)[CH2:42][CH2:41]2)[cH:5][cH:6][cH:7][cH:8]1. Starting materials: FC(=C1CCN(CC1)C(=O)OC(C)(C)C)C1=CC(=CC=C1)OC1=NC=C(C=C1)C(F)(F)F (tert-butyl 4-(fluoro(3-(5-(trifluoromethyl)pyridin-2-yloxy)phenyl)methylene)piperidine-1-carboxylate), C(=O)(C(F)(F)F)O (TFA). The solvent is C(Cl)Cl (CH2Cl2). Run at time 1 hour. Yields the product FC(C=1C=C(OC2=NC=C(C=C2)C(F)(F)F)C=CC1)=C1CCNCC1 (2-(3-(fluoro(piperidin-4-ylidene)methyl)phenoxy)-5-(trifluoromethyl)pyridine). Isolated yield 73.1%. As a reaction SMILES: [F:1][C:2]([C:16]1[CH:21]=[CH:20][CH:19]=[C:18]([O:22][C:23]2[CH:28]=[CH:27][C:26]([C:29]([F:32])([F:31])[F:30])=[CH:25][N:24]=2)[CH:17]=1)=[C:3]1[CH2:8][CH2:7][N:6](C(OC(C)(C)C)=O)[CH2:5][CH2:4]1.C(O)(C(F)(F)F)=O>C(Cl)Cl>[F:1][C:2](=[C:3]1[CH2:8][CH2:7][NH:6][CH2:5][CH2:4]1)[C:16]1[CH:17]=[C:18]([CH:19]=[CH:20][CH:21]=1)[O:22][C:23]1[CH:28]=[CH:27][C:26]([C:29]([F:31])([F:32])[F:30])=[CH:25][N:24]=1. Reported procedure: To a solution of tert-butyl 4-(fluoro(3-(5-(trifluoromethyl)pyridin-2-yloxy)phenyl)methylene)piperidine-1-carboxylate (600 mg, 1.32 mmol) in CH2Cl2 (10 mL) was added TFA (0.98 mL, 13.26 mmol) dropwise maintaining ice-cooled conditions. The mixture was stirred for 1 h. The TFA was evaporated and the reaction mixture was partitioned between saturated NaHCO3 solution and CH2Cl2. The organic layer was dried over Na2SO4 and concentrated under reduced pressure to give the title compound (340 mg). 1H N... The reactants are C=CC1=CC=CC=C1 (styrene), C[SiH](Cl)Cl (methyldichlorosilane), C(CCCCCCCCCCC)OS(=O)(=O)[O-].[Na+] (sodium dodecylsulfate), C=CC1=CC=CC=C1 (styrene), C(CCCCCCCCCCC)OS(=O)(=O)[O-].[Na+] (sodium dodecylsulfate), C=CC1=CC=CC=C1 (Styrene), C[SiH](Cl)Cl (methyldichlorosilane), divinylsiloxane. The reagents and catalysts are [Pt] (platinum). Run in C1(=CC=CC=C1)C (toluene). The product is C(CC1=CC=CC=C1)C[SiH](Cl)Cl (phenethylmethyldichlorosilane). Isolated yield 20.0%. As a reaction SMILES: [CH2:1]=[CH:2][C:3]1[CH:8]=[CH:7][CH:6]=[CH:5][CH:4]=1.[CH3:9][SiH:10]([Cl:12])[Cl:11].C(OS([O-])(=O)=O)CCCCCCCCCCC.[Na+]>[Pt].C1(C)C=CC=CC=1>[CH2:1]([CH2:9][SiH:10]([Cl:12])[Cl:11])[CH2:2][C:3]1[CH:8]=[CH:7][CH:6]=[CH:5][CH:4]=1 |f:2.3|. Procedure details: Reaction between styrene and methyldichlorosilane with platinum catalyst in the presence of sodium dodecylsulfate. 427 mg Styrene and 498 mg methyldichlorosilane were introduced into a glass tube, and 55 mg of sodium dodecylsulfate was added. 1 mg Of a toluene solution of a 0-valent platinum complex of divinylsiloxane (0.4 wt % platinum content) was added. The tube was sealed and placed in a 100° C. oil bath where it was heated for 20 hours. After cooling, the tube contents were analyzed by gas ...